Dataset: the Open Reaction Database (ORD), a public repository of structured organic reaction records. Task: describe an organic reaction: reactants, conditions, products, and yield The reactants are C1(CCCC1)C[C@@H](C(=O)N1N(CC[C@H]1C(=O)O)C(=O)OCC1=CC=CC=C1)CN(OCC1=CC=CC=C1)C=O ((3S)-2-[(2R)-3-cyclopentyl-2-({formyl[(phenylmethyl)oxy]amino}methyl)propanoyl]-1-{[(phenylmethyl)oxy]carbonyl}-3-pyrazolidinecarboxylic acid), CN1CCOCC1 (4-methylmorpholine), NC1=CC=C(C(=O)OCC2=CC=CC=C2)C=C1 (phenylmethyl 4-aminobenzoate), F[B-](F)(F)F.COC1=NC(=NC(=N1)OC)[N+]1(CCOCC1)C (4-[4,6-bis(methyloxy)-1,3,5-triazin-2-yl]-4-methylmorpholin-4-ium tetrafluoroborate). The solvent is C(C)#N (acetonitrile). Run at time 1 hour. Product: C1(CCCC1)C[C@@H](C(=O)N1N(CC[C@H]1C(=O)NC1=CC=C(C=C1)C(=O)OCC1=CC=CC=C1)C(=O)OCC1=CC=CC=C1)CN(OCC1=CC=CC=C1)C=O (Phenylmethyl (3S)-2-[(2R)-3-cyclopentyl-2-({formyl[(phenylmethyl)oxy]amino}methyl)propanoyl]-3-{[(4-{[(phenylmethyl)oxy]carbonyl}phenyl)amino]carbonyl}-1-pyrazolidinecarboxylate). The yield is 79.2%. RXN SMILES: [CH:1]1([CH2:6][C@H:7]([CH2:28][N:29]([CH:38]=[O:39])[O:30][CH2:31][C:32]2[CH:37]=[CH:36][CH:35]=[CH:34][CH:33]=2)[C:8]([N:10]2[C@H:14]([C:15](O)=[O:16])[CH2:13][CH2:12][N:11]2[C:18]([O:20][CH2:21][C:22]2[CH:27]=[CH:26][CH:25]=[CH:24][CH:23]=2)=[O:19])=[O:9])[CH2:5][CH2:4][CH2:3][CH2:2]1.CN1CCOCC1.F[B-](F)(F)F.COC1N=C(OC)N=C([N+]2(C)CCOCC2)N=1.[NH2:69][C:70]1[CH:85]=[CH:84][C:73]([C:74]([O:76][CH2:77][C:78]2[CH:83]=[CH:82][CH:81]=[CH:80][CH:79]=2)=[O:75])=[CH:72][CH:71]=1>C(#N)C>[CH:1]1([CH2:6][C@H:7]([CH2:28][N:29]([CH:38]=[O:39])[O:30][CH2:31][C:32]2[CH:37]=[CH:36][CH:35]=[CH:34][CH:33]=2)[C:8]([N:10]2[C@H:14]([C:15]([NH:69][C:70]3[CH:85]=[CH:84][C:73]([C:74]([O:76][CH2:77][C:78]4[CH:83]=[CH:82][CH:81]=[CH:80][CH:79]=4)=[O:75])=[CH:72][CH:71]=3)=[O:16])[CH2:13][CH2:12][N:11]2[C:18]([O:20][CH2:21][C:22]2[CH:27]=[CH:26][CH:25]=[CH:24][CH:23]=2)=[O:19])=[O:9])[CH2:2][CH2:3][CH2:4][CH2:5]1 |f:2.3|. Procedure: To a solution of (3S)-2-[(2R)-3-cyclopentyl-2-({formyl[(phenylmethyl)oxy]amino}methyl)propanoyl]-1-{[(phenylmethyl)oxy]carbonyl}-3-pyrazolidinecarboxylic acid (300 mg, 0.558 mmol) in acetonitrile (10 mL) under N2 at 0° C. was added 4-methylmorpholine (123 mg, 2.2 mmol), followed by 4-[4,6-bis(methyloxy)-1,3,5-triazin-2-yl]-4-methylmorpholin-4-ium tetrafluoroborate (366 mg, 1.116 mmol). The mixture was stirred for 1 h and to this mixture was added phenylmethyl 4-aminobenzoate (191 mg, 0.837 mmol)... The reactants are Cc1cc(C)c(CNC(=O)c2cc(CBr)cc3c2cnn3C2CCCC2)c(=O)[nH]1, CO. The product is Cc1cc(C(=O)NCc2c(C)cc(C)[nH]c2=O)c2cnn(C3CCCC3)c2c1. Reaction SMILES: [Br:1][CH2:2][c:3]1[cH:4][c:5]([C:17](=[O:18])[NH:19][CH2:20][c:21]2[c:22](=[O:29])[nH:23][c:24]([CH3:28])[cH:25][c:26]2[CH3:27])[c:6]2[cH:7][n:8][n:9]([CH:12]3[CH2:13][CH2:14][CH2:15][CH2:16]3)[c:10]2[cH:11]1.[CH3:30][OH:31]>>[CH3:2][c:3]1[cH:4][c:5]([C:17](=[O:18])[NH:19][CH2:20][c:21]2[c:22](=[O:29])[nH:23][c:24]([CH3:28])[cH:25][c:26]2[CH3:27])[c:6]2[cH:7][n:8][n:9]([CH:12]3[CH2:13][CH2:14][CH2:15][CH2:16]3)[c:10]2[cH:11]1. The reactants are C1(=CCCCC1)B(O)O (cyclohex-1-enylboronic acid), [O-]P(=O)([O-])[O-].[K+].[K+].[K+] (K3PO4), C1(CCCCC1)P(C1=C(C=CC=C1)C1=CC=CC=C1)C1CCCCC1 (2-(dicyclohexylphosphino)biphenyl), NC1=C(C=C(C=C1)C1CC(NC(C1)=O)=O)Br (4-(4-amino-3-bromo-phenyl)-piperidine-2,6-dione). The reagents and catalysts are CC(=O)[O-].CC(=O)[O-].[Pd+2] (Pd(OAc)2). Run in O1CCOCC1 (dioxane), C1(=CC=CC=C1)C (toluene), CCOC(=O)C (EtOAc). Run at temperature 90 celsius. Yields the product NC1=C(C=C(C=C1)C1CC(NC(C1)=O)=O)C1=CCCCC1 (4-(4-Amino-3-cyclohex-1-enyl-phenyl)-piperidine-2,6-dione). Reaction SMILES: [NH2:1][C:2]1[CH:7]=[CH:6][C:5]([CH:8]2[CH2:13][C:12](=[O:14])[NH:11][C:10](=[O:15])[CH2:9]2)=[CH:4][C:3]=1Br.[C:17]1(B(O)O)[CH2:22][CH2:21][CH2:20][CH2:19][CH:18]=1.[O-]P([O-])([O-])=O.[K+].[K+].[K+].C1(P(C2CCCCC2)C2C=CC=CC=2C2C=CC=CC=2)CCCCC1>C1(C)C=CC=CC=1.CCOC(C)=O.CC([O-])=O.CC([O-])=O.[Pd+2].O1CCOCC1>[NH2:1][C:2]1[CH:7]=[CH:6][C:5]([CH:8]2[CH2:13][C:12](=[O:14])[NH:11][C:10](=[O:15])[CH2:9]2)=[CH:4][C:3]=1[C:17]1[CH2:22][CH2:21][CH2:20][CH2:19][CH:18]=1 |f:2.3.4.5,9.10.11|. Reported procedure: A solution of 69.0 mg (0.244 mmol) of 4-(4-amino-3-bromo-phenyl)-piperidine-2,6-dione (as prepared in the previous step) in toluene (10 mL) and dioxane (10 mL) was treated with 30.7 mg (0.244 mmol) of cyclohex-1-enylboronic acid, 104 mg (0.487 mmol) of K3PO4, and 34.2 mg (0.0975 mmol) of 2-(dicyclohexylphosphino)biphenyl. The mixture was degassed via sonication, placed under Ar, treated with 5.50 mg (0.0244 mmol) of Pd(OAc)2, and heated to 90° C. for 5 h. The mixture was diluted with EtOAc (30 m... Starting materials: CCOC(=O)NN1CCN(CCCCC(=O)c2ccccc2)CC1, CCO, [K+], [OH-], O. The product is NN1CCN(CCCCC(=O)c2ccccc2)CC1. RXN SMILES: [C:1]([c:2]1[cH:3][cH:4][cH:5][cH:6][cH:7]1)(=[O:8])[CH2:9][CH2:10][CH2:11][CH2:12][N:13]1[CH2:14][CH2:15][N:16]([NH:19][C:20]([O:21][CH2:22][CH3:23])=[O:24])[CH2:17][CH2:18]1.[CH3:27][CH2:28][OH:29].[K+:26].[OH-:25].[OH2:30]>>[C:1]([c:2]1[cH:3][cH:4][cH:5][cH:6][cH:7]1)(=[O:8])[CH2:9][CH2:10][CH2:11][CH2:12][N:13]1[CH2:14][CH2:15][N:16]([NH2:19])[CH2:17][CH2:18]1. Starting materials: CC1=C(OC(C(=O)O)CC)C(=CC(=C1)C)C ((2RS)-2-(2,4,6-trimethylphenoxy)butyric acid), [Si](C)(C)(C(C)(C)C)O[C@@H]1C=C2C=C[C@@H]([C@@H]([C@H]2[C@H](C1)O)CC[C@@H]1C[C@H](CC(O1)=O)O[Si](C)(C)C(C)(C)C)C ((4R,6R)-6-{(1S,2S,6S,8S,8aR)-2-[1,2,6,7,8,8a-hexahydro-6-t-butyldimethylsilyloxy-8-hydroxy-2-methyl-1-naphthyl)ethyl}tetrahydro-4-t-butyldimethylsilyloxy-2H-pyran-2-one). Yields the product [Si](C)(C)(C(C)(C)C)O[C@@H]1C=C2C=C[C@@H]([C@@H]([C@H]2[C@H](C1)OC(C(CC)OC1=C(C=C(C=C1C)C)C)=O)CC[C@@H]1C[C@H](CC(O1)=O)O[Si](C)(C)C(C)(C)C)C ((4R,6R)-6-([1S,2S,6S,8S,8aR]-2-{1,2,6,7,8,8a-Hexahydro-6-t-butyldimethylsilyloxy-8-[(2RS)-2-(2,4,6-trimethylphenoxy)butyryloxy]-2-methyl-1-naphthyl}ethyl)tetrahydro-4-t-butyldimethylsilyloxy-2H-pyran-2-one). RXN SMILES: [CH3:1][C:2]1[CH:14]=[C:13]([CH3:15])[CH:12]=[C:11]([CH3:16])[C:3]=1[O:4][CH:5]([CH2:9][CH3:10])[C:6]([OH:8])=[O:7].[Si:17]([O:24][C@H:25]1[CH2:34][C@H:33](O)[C@H:32]2[C:27]([CH:28]=[CH:29][C@H:30]([CH3:53])[C@@H:31]2[CH2:36][CH2:37][C@H:38]2[O:43][C:42](=[O:44])[CH2:41][C@H:40]([O:45][Si:46]([C:49]([CH3:52])([CH3:51])[CH3:50])([CH3:48])[CH3:47])[CH2:39]2)=[CH:26]1)([C:20]([CH3:23])([CH3:22])[CH3:21])([CH3:19])[CH3:18]>>[Si:17]([O:24][C@H:25]1[CH2:34][C@H:33]([O:7][C:6](=[O:8])[CH:5]([O:4][C:3]2[C:11]([CH3:16])=[CH:12][C:13]([CH3:15])=[CH:14][C:2]=2[CH3:1])[CH2:9][CH3:10])[C@H:32]2[C:27]([CH:28]=[CH:29][C@H:30]([CH3:53])[C@@H:31]2[CH2:36][CH2:37][C@H:38]2[O:43][C:42](=[O:44])[CH2:41][C@H:40]([O:45][Si:46]([C:49]([CH3:52])([CH3:51])[CH3:50])([CH3:47])[CH3:48])[CH2:39]2)=[CH:26]1)([C:20]([CH3:21])([CH3:22])[CH3:23])([CH3:19])[CH3:18]. Reported procedure: A procedure similar to that described in Example 1, above, was followed, but using 800 mg of (2RS)-2-(2,4,6-trimethylphenoxy)butyric acid and 1.0 gof (4R,6R)-6-{(1S,2S,6S,8S,8aR)-2-[1,2,6,7,8,8a-hexahydro-6-t-butyldimethylsilyloxy-8-hydroxy-2-methyl-1-naphthyl)ethyl}tetrahydro-4-t-butyldimethylsilyloxy-2H-pyran-2-one [prepared as described in Example B, above], to give 1.44 g of the title compound as a colorless foam. Starting materials: CSc1nc(Cl)ncc1Br, CC#N, Cl, CCOC(=O)N=S(C)(=O)c1ccc(N)cc1, C1COCCO1, O. Yields the product CCOC(=O)N=S(C)(=O)c1ccc(Nc2ncc(Br)c(SC)n2)cc1. As a reaction SMILES: [Br:17][c:18]1[c:19]([S:25][CH3:26])[n:20][c:21]([Cl:24])[n:22][cH:23]1.[C:35](#[N:36])[CH3:37].[ClH:27].[NH2:1][c:2]1[cH:3][cH:4][c:5]([S:8](=[O:9])(=[N:10][C:11](=[O:12])[O:13][CH2:14][CH3:15])[CH3:16])[cH:6][cH:7]1.[O:28]1[CH2:29][CH2:30][O:31][CH2:32][CH2:33]1.[OH2:34]>>[NH:1]([c:2]1[cH:3][cH:4][c:5]([S:8](=[O:9])(=[N:10][C:11](=[O:12])[O:13][CH2:14][CH3:15])[CH3:16])[cH:6][cH:7]1)[c:21]1[n:20][c:19]([S:25][CH3:26])[c:18]([Br:17])[cH:23][n:22]1. Reactants: C(C)OC(=O)N1C(CC(CC1)=O)C1=C(C=C(C=C1)C(CCCCCC)(C)C)OCC1=CC=CC=C1 (N-ethoxycarbonyl-2-[2-benzyloxy-4-(1,1-dimethylheptyl)phenyl]-4-piperidinone), [BH4-].[Na+] (sodium borohydride). Solvent: CO (methanol), O1CCCC1 (tetrahydrofuran). Conditions: temperature -50 celsius, time 2 hour. Product: C(C)OC(=O)N1[C@H](C[C@H](CC1)O)C1=C(C=C(C=C1)C(CCCCCC)(C)C)OCC1=CC=CC=C1 (N-Ethoxycarbonyl-cis-2-[2-benzyloxy-4-(1,1-dimethylheptyl)phenyl]-4-piperidinol). Isolated yield 50.0%. As a reaction SMILES: [CH2:1]([O:3][C:4]([N:6]1[CH2:11][CH2:10][C:9](=[O:12])[CH2:8][CH:7]1[C:13]1[CH:18]=[CH:17][C:16]([C:19]([CH3:27])([CH3:26])[CH2:20][CH2:21][CH2:22][CH2:23][CH2:24][CH3:25])=[CH:15][C:14]=1[O:28][CH2:29][C:30]1[CH:35]=[CH:34][CH:33]=[CH:32][CH:31]=1)=[O:5])[CH3:2].[BH4-].[Na+]>CO.O1CCCC1>[CH2:1]([O:3][C:4]([N:6]1[CH2:11][CH2:10][C@H:9]([OH:12])[CH2:8][C@@H:7]1[C:13]1[CH:18]=[CH:17][C:16]([C:19]([CH3:26])([CH3:27])[CH2:20][CH2:21][CH2:22][CH2:23][CH2:24][CH3:25])=[CH:15][C:14]=1[O:28][CH2:29][C:30]1[CH:31]=[CH:32][CH:33]=[CH:34][CH:35]=1)=[O:5])[CH3:2] |f:1.2|. Procedure: To a -50° C. solution of 12.1 g (25.1 mmol) of N-ethoxycarbonyl-2-[2-benzyloxy-4-(1,1-dimethylheptyl)phenyl]-4-piperidinone in 90 ml methanol and 90 ml of tetrahydrofuran is added 1.04 g (27.5 mmole) of sodium borohydride. The reaction is stirred 2 hours at -50° C. and then allowed to warm to 25° C. The reaction is quenched by addition to 300 ml saturated sodium chloride and the mixture extracted with ethyl ether (2 liters). The organic extract is washed with 300 ml saturated sodium chloride, dr... The reactants are C(C1=CC=CC=C1)OC[C@@H]1OC1 ((2R)-2-[(benzyloxy)methyl]oxirane), C(=C)[Mg]Br (vinylmagnesium bromide). Reagents/catalysts: [Cu]I (copper(I) iodide). Solvent: O1CCCC1 (tetrahydrofuran). Run at temperature -78 celsius, time 5 minute. Product: C(C1=CC=CC=C1)OC[C@@H](CC=C)O ((2R)-1-(benzyloxy)pent-4-en-2-ol). As a reaction SMILES: [CH2:1]([O:8][CH2:9][C@H:10]1[CH2:12][O:11]1)[C:2]1[CH:7]=[CH:6][CH:5]=[CH:4][CH:3]=1.[CH:13]([Mg]Br)=[CH2:14]>O1CCCC1.[Cu]I>[CH2:1]([O:8][CH2:9][C@H:10]([OH:11])[CH2:12][CH:13]=[CH2:14])[C:2]1[CH:7]=[CH:6][CH:5]=[CH:4][CH:3]=1. Reported procedure: To a solution of (2R)-2-[(benzyloxy)methyl]oxirane (167 g, 1.02 mol) in tetrahydrofuran (2 L) was added copper(I) iodide (11.62 g, 61.02 mmol) at room temperature. The mixture was stirred for 5 minutes, then cooled to −78° C. A solution of vinylmagnesium bromide (1 M in tetrahydrofuran, 1.12 L, 1.12 mol) was added drop-wise over 1 hour while the reaction temperature was maintained below −70° C. Upon completion of the addition, the cooling bath was removed and the reaction mixture was left to sti... Reactants: O1C(NC2=NC=CC=C21)=O (3H-oxazolo[4,5-b]pyridin-2-one), C1CC(=O)N(C1=O)Cl (NCS). The solvent is C(C)#N (acetonitrile), C(C)(=O)OCC (ethyl acetate). Run at temperature 85 celsius. Product: ClC=1C=C2C(=NC1)NC(O2)=O (6-Chloro-3H-oxazolo[4,5-b]pyridin-2-one). Reaction SMILES: [O:1]1[C:9]2[C:4](=[N:5][CH:6]=[CH:7][CH:8]=2)[NH:3][C:2]1=[O:10].C1C(=O)N([Cl:18])C(=O)C1>C(#N)C.C(OCC)(=O)C>[Cl:18][C:7]1[CH:8]=[C:9]2[O:1][C:2](=[O:10])[NH:3][C:4]2=[N:5][CH:6]=1. Procedure: A mixture of 3H-oxazolo[4,5-b]pyridin-2-one (36) (300 mg, 2.2 mmol, 1 equiv) and NCS (352 mg, 2.65 mmol, 1.2 equiv) in 5 mL of acetonitrile was heated at 85° C. overnight. The reaction solution was diluted with ethyl acetate (EtOAc), and washed with water. The organic solution was concentrated and purified by flash chromatography, to provide 6-Chloro-3H-oxazolo[4,5-b]pyridin-2-one (37): LCMS Retention time, 0.69 min; LCMS observed (M+H)+: 171.